Dataset: the Open Reaction Database (ORD), a public repository of structured organic reaction records. Task: describe an organic reaction: reactants, conditions, products, and yield Reactants: ClC1=CC(=CC=C1)C(=O)OO (3-chloroperbenzoic acid), C(CCC)OCCOC1=CC=C(C=C1)C=1C=CC2=C(C=C(CCN2CC(C)C)C(=O)NC=2C=CC(=NC2)SCC2=NN=CN2CCC)C1 (7-[4-(2-butoxyethoxy)phenyl]-1-isobutyl-N-[2-(4-propyl-4H-1,2,4-triazol-3-yl)methylthiopyridin-5-yl]-2,3-dihydro-1H-1-benzazepine-4-carboxamide), S(=S)(=O)([O-])[O-].[Na+].[Na+] (sodium thiosulfate). Run in ClCCl (dichloromethane), ClCCl (dichloromethane). Run at temperature -78 celsius, time 2 hour. Yields the product C(CCC)OCCOC1=CC=C(C=C1)C=1C=CC2=C(C=C(CCN2CC(C)C)C(=O)NC=2C=CC(=NC2)S(=O)CC2=NN=CN2CCC)C1 (7-[4-(2-butoxyethoxy)phenyl]-1-isobutyl-N-[2-(4-propyl-4H-1,2,4-triazol-3-yl)methylsulfinylpyridin-5-yl]-2,3-dihydro-1H-1-benzazepine-4-carboxamide). The yield is 97.7%. As a reaction SMILES: [CH2:1]([O:5][CH2:6][CH2:7][O:8][C:9]1[CH:14]=[CH:13][C:12]([C:15]2[CH:16]=[CH:17][C:18]3[N:24]([CH2:25][CH:26]([CH3:28])[CH3:27])[CH2:23][CH2:22][C:21]([C:29]([NH:31][C:32]4[CH:33]=[CH:34][C:35]([S:38][CH2:39][C:40]5[N:44]([CH2:45][CH2:46][CH3:47])[CH:43]=[N:42][N:41]=5)=[N:36][CH:37]=4)=[O:30])=[CH:20][C:19]=3[CH:48]=2)=[CH:11][CH:10]=1)[CH2:2][CH2:3][CH3:4].ClC1C=CC=C(C(OO)=[O:57])C=1.S([O-])([O-])(=O)=S.[Na+].[Na+]>ClCCl>[CH2:1]([O:5][CH2:6][CH2:7][O:8][C:9]1[CH:14]=[CH:13][C:12]([C:15]2[CH:16]=[CH:17][C:18]3[N:24]([CH2:25][CH:26]([CH3:27])[CH3:28])[CH2:23][CH2:22][C:21]([C:29]([NH:31][C:32]4[CH:33]=[CH:34][C:35]([S:38]([CH2:39][C:40]5[N:44]([CH2:45][CH2:46][CH3:47])[CH:43]=[N:42][N:41]=5)=[O:57])=[N:36][CH:37]=4)=[O:30])=[CH:20][C:19]=3[CH:48]=2)=[CH:11][CH:10]=1)[CH2:2][CH2:3][CH3:4] |f:2.3.4|. Procedure: 7-[4-(2-butoxyethoxy)phenyl]-1-isobutyl-N-[2-(4-propyl-4H-1,2,4-triazol-3-yl)methylthiopyridin-5-yl]-2,3-dihydro-1H-1-benzazepine-4-carboxamide (0.70 g) was dissolved in dichloromethane (50 ml), and the mixture was cooled to −78° C. To the solution, a solution of 3-chloroperbenzoic acid (0.31 g) in dichloromethane (5 ml) was added dropwise. The mixture was stirred for 2 hours at −78° C. and sodium thiosulfate solution was added to the mixture. The mixture was concentrated, and extracted with eth... The reactants are C([O-])([O-])=O.[K+].[K+] (potassium carbonate), BrC=1C=NNC1 (4-bromo-1H-pyrazole), BrC=1C=NN(C1)C(C)C (4-bromo-1-isopropyl-1H-pyrazole), IC(C)C (2-iodopropane), C(C)N1N=CC(=C1)B1OC(C(O1)(C)C)(C)C (1-ethyl-4-(4,4,5,5-tetramethyl-1,3,2-dioxaborolan-2-yl)-1H-pyrazole). The solvent is CN(C)C=O (DMF), CCOC(=O)C (EtOAc). Yields the product C(C)(C)N1N=CC(=C1)B1OC(C(O1)(C)C)(C)C (1-Isopropyl-4-(4,4,5,5-tetramethyl-1,3,2-dioxaborolan-2-yl)-1H-pyrazole). RXN SMILES: Br[C:2]1[CH:3]=[N:4][N:5]([CH:7]([CH3:9])[CH3:8])[CH:6]=1.C(=O)([O-])[O-].[K+].[K+].BrC1C=NNC=1.IC(C)C.C(N1C=C([B:33]2[O:37][C:36]([CH3:39])([CH3:38])[C:35]([CH3:41])([CH3:40])[O:34]2)C=N1)C>CCOC(C)=O.CN(C=O)C>[CH:7]([N:5]1[CH:6]=[C:2]([B:33]2[O:37][C:36]([CH3:39])([CH3:38])[C:35]([CH3:41])([CH3:40])[O:34]2)[CH:3]=[N:4]1)([CH3:9])[CH3:8] |f:1.2.3|. Procedure: 4-bromo-1-isopropyl-1H-pyrazole. A sealable vessel was charged with potassium carbonate (3.76 g, 27.2 mmol), 4-bromo-1H-pyrazole (4.00 g, 27.2 mmol), and 10 mL DMF. To this mixture, 2-iodopropane (3.27 ml, 32.7 mmol) was added and the vessel sealed. The mixture was heated at 80 C for 16 h and allowed to cool to rt. The mixture was diluted with EtOAc, extracted with water, water, sat NaHCO3, and the organic layer dried over Na2SO4, filtered and evaporated. The mixture was purified via flash chrom... Reactants: C1(CCCCC1)N=C=NC1CCCCC1 (N,N'-dicyclohexylcarbodiimide), C(CCC)SC1=CC=C(C(=O)O)C=C1 (4-Butylsulphanylbenzoic acid), C(#N)C1=CC=C(C=C1)S (4-Cyanothiophenol). Reagents/catalysts: CN(C1=CC=NC=C1)C (4-(dimethylamino)pyridine). Run in ClCCl (dichloromethane). Conditions: time 8 hour. The product is C(CCC)SC1=CC=C(C(=O)SC2=CC=C(C=C2)C#N)C=C1 (S-(4-Cyanophenyl) 4-butylsulphanylthiobenzoate). As a reaction SMILES: C1(N=C=NC2CCCCC2)CCCCC1.[CH2:16]([S:20][C:21]1[CH:29]=[CH:28][C:24]([C:25]([OH:27])=O)=[CH:23][CH:22]=1)[CH2:17][CH2:18][CH3:19].[C:30]([C:32]1[CH:37]=[CH:36][C:35]([SH:38])=[CH:34][CH:33]=1)#[N:31]>CN(C)C1C=CN=CC=1.ClCCl>[CH2:16]([S:20][C:21]1[CH:22]=[CH:23][C:24]([C:25]([S:38][C:35]2[CH:36]=[CH:37][C:32]([C:30]#[N:31])=[CH:33][CH:34]=2)=[O:27])=[CH:28][CH:29]=1)[CH2:17][CH2:18][CH3:19]. Reported procedure: N,N'-dicyclohexylcarbodiimide (0.99 g, 0.005 mol), was added in one portion to a stirred solution of compound 2 (1.04 g, 0.005 mol), compound 10 (0.56 g, 0.004 mol) and 4-(dimethylamino)pyridine (0.20 g, 0.002 mol), in dry dichloromethane (50 ml) at room temperature. The reaction mixture was stirred at room temperature overnight. The product was extracted into ether (200 ml) and was washed with aqueous potassium hydroxide solution (5%, 2×250 ml). The ether layer was evaporated in vacuo and the p... Reactants: c1(ccccc1)CN, C1([C@@H]2N(B(O1)C)CCC2)(c1ccccc1)c1ccccc1, C1CN(C[C@@H](C1=O)O)S(=O)(=O)C. The reagents and catalysts are c1ccc(cc1)-c2c3ccccc3cc4ccccc24 (9-Phenylanthracene). Conditions: temperature 25 celsius, time 18 hour. Product: CS(=O)(=O)N1CC[C@@H](N)[C@@H](O)C1. RXN SMILES: [CH3:1][S:2]([N:5]1[CH2:11][C@H:9]([OH:10])[C:8](=O)[CH2:7][CH2:6]1)(=[O:4])=[O:3].[NH2:12]Cc1ccccc1.CB1N([C@H]2C(c3ccccc3)(c4ccccc4)O1)CCC2>>[CH3:1][S:2]([N:5]1[CH2:11][C@H:9]([OH:10])[C@H:8]([NH2:12])[CH2:7][CH2:6]1)(=[O:4])=[O:3]. Starting materials: C(Br)(Br)(Br)Br (carbon tetrabromide), C(C)(C)N(C(C)C)CC (N,N-diisopropylethylamine), Example 26 ( 26a ), Cl.N1CC(C1)C(=O)OC (methyl 3-azetidinecarboxylate hydrochloride), Example 23 ( 23g ), ClC=1C=C(C=CC1CC(C)C)C1=NC(=NO1)C=1C=CC(=NC1)CO ({5-[5-(3-chloro-4-isobutylphenyl)-1,2,4-oxadiazol-3-yl]pyridin-2-yl}methanol), C1(=CC=CC=C1)P(C1=CC=CC=C1)C1=CC=CC=C1 (triphenylphosphine). The product is crude product, ClC=1C=C(C=CC1CC(C)C)C1=NC(=NO1)C=1C=CC(=NC1)CN1CC(C1)C(=O)OC (Methyl 1-({5-[5-(3-chloro-4-isobutylphenyl)-1,2,4-oxadiazol-3-yl]pyridin-2-yl}methyl)azetidine-3-carboxylate). RXN SMILES: [Cl:1][C:2]1[CH:3]=[C:4]([C:12]2[O:16][N:15]=[C:14]([C:17]3[CH:18]=[CH:19][C:20]([CH2:23]O)=[N:21][CH:22]=3)[N:13]=2)[CH:5]=[CH:6][C:7]=1[CH2:8][CH:9]([CH3:11])[CH3:10].C(Br)(Br)(Br)Br.C1(P(C2C=CC=CC=2)C2C=CC=CC=2)C=CC=CC=1.Cl.[NH:50]1[CH2:53][CH:52]([C:54]([O:56][CH3:57])=[O:55])[CH2:51]1.C(N(CC)C(C)C)(C)C>>[Cl:1][C:2]1[CH:3]=[C:4]([C:12]2[O:16][N:15]=[C:14]([C:17]3[CH:18]=[CH:19][C:20]([CH2:23][N:50]4[CH2:53][CH:52]([C:54]([O:56][CH3:57])=[O:55])[CH2:51]4)=[N:21][CH:22]=3)[N:13]=2)[CH:5]=[CH:6][C:7]=1[CH2:8][CH:9]([CH3:11])[CH3:10] |f:3.4|. Reported procedure: The crude product of the title compound was synthesized by conducting the reaction similar to that mentioned in Example 23 (23g) using {5-[5-(3-chloro-4-isobutylphenyl)-1,2,4-oxadiazol-3-yl]pyridin-2-yl}methanol (0.18 g, 0.54 mmol) that was obtained in Example 26 (26a), carbon tetrabromide (0.36 g, 1.1 mmol), triphenylphosphine (0.28 g, 1.1 mmol), methyl 3-azetidinecarboxylate hydrochloride (0.12 g, 0.81 mmol), and N,N-diisopropylethylamine (0.28 mL, 1.6 mmol). Subsequently, the crude product of... Reactants: ClC1=NC(=C(C(=N1)Cl)C=O)C(=C)C1=CC=CC=C1 (2,4-dichloro-6-(1-phenylvinyl)pyrimidine-5-carbaldehyde), C(=C)[Mg]Br (vinylmagnesium bromide), C(C)(=O)OCC (ethyl acetate), [NH4+].[Cl-] (NH4Cl). The solvent is C1CCOC1 (THF). Reaction conditions: temperature -78 celsius, time 20 minute. Yields the product ClC1=NC(=C(C(=N1)Cl)C(C=C)O)C(=C)C1=CC=CC=C1 (1-(2,4-dichloro-6-(1-phenylvinyl)pyrimidin-5-yl)prop-2-en-1-ol). RXN SMILES: [Cl:1][C:2]1[N:7]=[C:6]([Cl:8])[C:5]([CH:9]=[O:10])=[C:4]([C:11]([C:13]2[CH:18]=[CH:17][CH:16]=[CH:15][CH:14]=2)=[CH2:12])[N:3]=1.[CH:19]([Mg]Br)=[CH2:20].[NH4+].[Cl-].C(OCC)(=O)C>C1COCC1>[Cl:1][C:2]1[N:7]=[C:6]([Cl:8])[C:5]([CH:9]([OH:10])[CH:19]=[CH2:20])=[C:4]([C:11]([C:13]2[CH:18]=[CH:17][CH:16]=[CH:15][CH:14]=2)=[CH2:12])[N:3]=1 |f:2.3|. Procedure: To a solution of 2,4-dichloro-6-(1-phenylvinyl)pyrimidine-5-carbaldehyde (200 mg) in THF (3.6 mL) at −78 C was added vinylmagnesium bromide (0.79 mL, 1M solution in THF) dropwise, and the reaction mixture was stirred at −78° C. for 20 min. Saturated NH4Cl was added followed by ethyl acetate, the aqueous layer was extracted with ethyl acetate (×3), and the combined organic layers were dried over anhydrous sodium sulfate and then filtered. The filtrate was concentrated in vacuo to give the title c... Reactants: [Br-], ClCCCCCCBr, C1CCOC1, CN1CCCN(C)C1=O, C[Si](C)(C)Cl, CC(=O)O, [Cu]I, CC12CC(F)C3C4CCC(=O)C=C4C=CC3C1CCC2=O, [Li+], [Mg]. Yields the product CC12CC(F)C3C4CCC(=O)C=C4CC(CCCCCCCl)C3C1CCC2=O. As a reaction SMILES: [Br-:11].[Br:1][CH2:2][CH2:3][CH2:4][CH2:5][CH2:6][CH2:7][Cl:8].[CH2:33]1[O:34][CH2:35][CH2:36][CH2:37]1.[CH3:38][N:39]1[CH2:40][CH2:41][CH2:42][N:43]([CH3:44])[C:45]1=[O:46].[CH3:47][Si:48]([CH3:49])([CH3:50])[Cl:51].[CH3:54][C:55](=[O:56])[OH:57].[Cu:52][I:53].[F:12][CH:13]1[CH:14]2[CH:15]3[CH2:16][CH2:17][C:18](=[O:32])[CH:19]=[C:20]3[CH:21]=[CH:22][CH:23]2[CH:24]2[CH2:25][CH2:26][C:27](=[O:31])[C:28]2([CH3:29])[CH2:30]1.[Li+:10].[Mg:9]>>[CH2:2]([CH2:3][CH2:4][CH2:5][CH2:6][CH2:7][Cl:8])[CH:22]1[CH2:21][C:20]2=[CH:19][C:18](=[O:32])[CH2:17][CH2:16][CH:15]2[CH:14]2[CH:13]([F:12])[CH2:30][C:28]3([CH3:29])[CH:24]([CH:23]21)[CH2:25][CH2:26][C:27]3=[O:31]. Reaction SMILES: [Br:1]N1C(=O)CCC1=O.[CH3:9][O:10][C:11]1[CH:12]=[C:13]([P:19](=[O:26])([O:23][CH2:24][CH3:25])[O:20][CH2:21][CH3:22])[CH:14]=[C:15]([O:17][CH3:18])[CH:16]=1.C([O-])([O-])=O.[Na+].[Na+]>C(Cl)Cl>[Br:1][C:12]1[C:11]([O:10][CH3:9])=[CH:16][C:15]([O:17][CH3:18])=[CH:14][C:13]=1[P:19](=[O:26])([O:23][CH2:24][CH3:25])[O:20][CH2:21][CH3:22] |f:2.3.4|. Product: BrC1=C(C=C(C=C1OC)OC)P(OCC)(OCC)=O (diethyl 2-bromo-3,5-dimethoxyphenylphosphonate). The yield is 86.9%. Reaction conditions: temperature 0 celsius, time 6 hour. The solvent is C(Cl)Cl (CH2Cl2). Starting materials: BrN1C(CCC1=O)=O (N-Bromosuccinimide), COC=1C=C(C=C(C1)OC)P(OCC)(OCC)=O (diethyl 3,5-dimethoxyphenylphosphonate), C(=O)([O-])[O-].[Na+].[Na+] (Na2CO3). Procedure details: N-Bromosuccinimide (NBS) (8.9 g, 50 mmol) was added to the solution of diethyl 3,5-dimethoxyphenylphosphonate (12.5 g, 45.6 mmol) in CH2Cl2 (150 ml) at 0° C. The resulting suspension was stirred at 0° C. for 6 h. Na2CO3 (saturated, 60 ml) was added to quench the reactions. It was stirred at RT for 30 min, the organic layer was separated and the aqueous layer was extracted with CH2Cl2 (80 ml×1). The combined organic layer was washed with brine and dried over MgSO4. It was filtered and the solvent... Starting materials: CCN=C=NCCCN(C)C, ClCCl, Cl, O=C(OCc1ccccc1)N1CCNCC1, O=C(O)CN1CCCC(c2ccccc2)(c2ccccc2)C1=O. Yields the product O=C(CN1CCCC(c2ccccc2)(c2ccccc2)C1=O)N1CCN(C(=O)OCc2ccccc2)CC1. As a reaction SMILES: [CH2:41]([N:42]=[C:43]=[N:44][CH2:45][CH2:46][CH2:47][N:48]([CH3:49])[CH3:50])[CH3:51].[Cl:52][CH2:53][Cl:54].[ClH:40].[N:1]1([C:7](=[O:8])[O:9][CH2:10][c:11]2[cH:12][cH:13][cH:14][cH:15][cH:16]2)[CH2:2][CH2:3][NH:4][CH2:5][CH2:6]1.[O:17]=[C:18]1[N:19]([CH2:36][C:37](=[O:38])[OH:39])[CH2:20][CH2:21][CH2:22][C:23]1([c:24]1[cH:25][cH:26][cH:27][cH:28][cH:29]1)[c:30]1[cH:31][cH:32][cH:33][cH:34][cH:35]1>>[N:1]1([C:7](=[O:8])[O:9][CH2:10][c:11]2[cH:12][cH:13][cH:14][cH:15][cH:16]2)[CH2:2][CH2:3][N:4]([C:37]([CH2:36][N:19]2[C:18](=[O:17])[C:23]([c:24]3[cH:25][cH:26][cH:27][cH:28][cH:29]3)([c:30]3[cH:31][cH:32][cH:33][cH:34][cH:35]3)[CH2:22][CH2:21][CH2:20]2)=[O:38])[CH2:5][CH2:6]1. The reactants are 26C, C(C)OC(C(C)(C)OC1=CC=C(C=C1)CCN)=O (2-[4-(2-amino-ethyl)-phenoxy]-2-methyl-propionic acid ethyl ester), CC1=NC(=CC=C1CC(=O)O)C1=CC=C(C=C1)C(F)(F)F ([2-methyl-6-(4-trifluoromethyl-phenyl)-pyridin-3-yl]-acetic acid). As a reaction SMILES: [CH2:1]([O:3][C:4](=[O:18])[C:5]([O:8][C:9]1[CH:14]=[CH:13][C:12]([CH2:15][CH2:16][NH2:17])=[CH:11][CH:10]=1)([CH3:7])[CH3:6])[CH3:2].[CH3:19][C:20]1[C:25]([CH2:26][C:27](O)=[O:28])=[CH:24][CH:23]=[C:22]([C:30]2[CH:35]=[CH:34][C:33]([C:36]([F:39])([F:38])[F:37])=[CH:32][CH:31]=2)[N:21]=1>>[CH2:1]([O:3][C:4](=[O:18])[C:5]([CH3:7])([O:8][C:9]1[CH:10]=[CH:11][C:12]([CH2:15][CH2:16][NH:17][C:27](=[O:28])[CH2:26][C:25]2[C:20]([CH3:19])=[N:21][C:22]([C:30]3[CH:35]=[CH:34][C:33]([C:36]([F:37])([F:39])[F:38])=[CH:32][CH:31]=3)=[CH:23][CH:24]=2)=[CH:13][CH:14]=1)[CH3:6])[CH3:2]. Product: C(C)OC(C(C)(OC1=CC=C(C=C1)CCNC(CC=1C(=NC(=CC1)C1=CC=C(C=C1)C(F)(F)F)C)=O)C)=O (2-methyl-2-[4-(2-{2-[2-methyl-6-(4-trifluoromethyl-phenyl)-pyridin-3-yl]-acetylamino}-ethyl)-phenoxy]-propionic acid ethyl ester). Reported procedure: In analogy to the procedures described in example 26B] and 26C], 2-[4-(2-amino-ethyl)-phenoxy]-2-methyl-propionic acid ethyl ester (example 84A]) was reacted with [2-methyl-6-(4-trifluoromethyl-phenyl)-pyridin-3-yl]-acetic acid (example 26E]) to give 2-methyl-2-[4-(2-{2-[2-methyl-6-(4-trifluoromethyl-phenyl)-pyridin-3-yl]-acetylamino}-ethyl)-phenoxy]-propionic acid ethyl ester, which was subsequently saponified to yield the title compound as colorless solid.